Dataset: the Open Reaction Database (ORD), a public repository of structured organic reaction records. Task: describe an organic reaction: reactants, conditions, products, and yield Starting materials: C1(CCCCC1)N1C(=NC2=C1C=CC(=C2)C(=O)O)C=2C=C1C=CC(=NC1=CC2)C2=CC=CC=C2 (1-Cyclohexyl-2-(2-phenyl-quinolin-6-yl)-1H-benzoimidazole-5-carboxylic-acid), Compound 235, N[C@@H](CO)C(=O)O (L-serine). Yields the product C1(CCCCC1)N1C(=NC2=C1C=CC(=C2)C(=O)NC(C(=O)O)CO)C=2C=C1C=CC(=NC1=CC2)C2=CC=CC=C2 (2-{[1-Cyclohexyl-2-(2-phenyl-quinolin-6-yl)-1H-benzoimidazole-5-carbonyl]-amino}-3-hydroxy-propionic acid). The yield is 36.0%. RXN SMILES: [CH:1]1([N:7]2[C:11]3[CH:12]=[CH:13][C:14]([C:16]([OH:18])=O)=[CH:15][C:10]=3[N:9]=[C:8]2[C:19]2[CH:20]=[C:21]3[C:26](=[CH:27][CH:28]=2)[N:25]=[C:24]([C:29]2[CH:34]=[CH:33][CH:32]=[CH:31][CH:30]=2)[CH:23]=[CH:22]3)[CH2:6][CH2:5][CH2:4][CH2:3][CH2:2]1.[NH2:35][C@H:36]([C:39]([OH:41])=[O:40])[CH2:37][OH:38]>>[CH:1]1([N:7]2[C:11]3[CH:12]=[CH:13][C:14]([C:16]([NH:35][CH:36]([CH2:37][OH:38])[C:39]([OH:41])=[O:40])=[O:18])=[CH:15][C:10]=3[N:9]=[C:8]2[C:19]2[CH:20]=[C:21]3[C:26](=[CH:27][CH:28]=2)[N:25]=[C:24]([C:29]2[CH:34]=[CH:33][CH:32]=[CH:31][CH:30]=2)[CH:23]=[CH:22]3)[CH2:2][CH2:3][CH2:4][CH2:5][CH2:6]1. Reported procedure: Compound 231 was synthesized from Compound 201 as described for Compound 235, except L-serine was used instead of L-5-hydroxytryptophane. Yield: 36%. Reactants: [Si](C)(C)(C(C)(C)C)O[C@@H]1C=C2C=C[C@@H]([C@@H]([C@H]2[C@H](C1)O)CC[C@@H]1C[C@H](CC(O1)=O)O[Si](C)(C)C(C)(C)C)C ((4R,6R)-6-{2-[(1S,2S.6S.8S.8aR)-1,2,6,7,8,8a-Hexahydro-6-t-butyldimethylsilyloxy-8-hydroxy-2-methyl-1-naphthyl]ethyl}tetrahydro-4-t-butyldimethylsilyloxy-2H-pyran-2-one), C(C)C(C(=O)Cl)(CC=C)CC (2,2-diethyl-4-pentenoyl chloride). Product: [Si](C)(C)(C(C)(C)C)O[C@@H]1C=C2C=C[C@@H]([C@@H]([C@H]2[C@H](C1)OC(C(CC=C)(CC)CC)=O)CC[C@@H]1C[C@H](CC(O1)=O)O[Si](C)(C)C(C)(C)C)C ((4R,6R)-6-{2-[(1S,2S,6S,8S,8aR)-1,2,6,7,8,8a-Hexahydro-6-t-butyldimethylsilyloxy-8-(2,2-diethyl-4-pentenoyloxy)-2-methyl-1-naphthyl]ethyl}tetrahydro-4-t-butyldimethylsilyloxy-2H-pyran-2-one). The yield is 78.6%. Reaction SMILES: [Si:1]([O:8][C@H:9]1[CH2:18][C@H:17]([OH:19])[C@H:16]2[C:11]([CH:12]=[CH:13][C@H:14]([CH3:37])[C@@H:15]2[CH2:20][CH2:21][C@H:22]2[O:27][C:26](=[O:28])[CH2:25][C@H:24]([O:29][Si:30]([C:33]([CH3:36])([CH3:35])[CH3:34])([CH3:32])[CH3:31])[CH2:23]2)=[CH:10]1)([C:4]([CH3:7])([CH3:6])[CH3:5])([CH3:3])[CH3:2].[CH2:38]([C:40]([CH2:47][CH3:48])([CH2:44][CH:45]=[CH2:46])[C:41](Cl)=[O:42])[CH3:39]>>[Si:1]([O:8][C@H:9]1[CH2:18][C@H:17]([O:19][C:41](=[O:42])[C:40]([CH2:47][CH3:48])([CH2:38][CH3:39])[CH2:44][CH:45]=[CH2:46])[C@H:16]2[C:11]([CH:12]=[CH:13][C@H:14]([CH3:37])[C@@H:15]2[CH2:20][CH2:21][C@H:22]2[O:27][C:26](=[O:28])[CH2:25][C@H:24]([O:29][Si:30]([C:33]([CH3:36])([CH3:35])[CH3:34])([CH3:31])[CH3:32])[CH2:23]2)=[CH:10]1)([C:4]([CH3:5])([CH3:6])[CH3:7])([CH3:3])[CH3:2]. Procedure details: A procedure similar to that described in Example 6, above, was followed, but using 2.0 g (3.6 mmol) of (4R,6R)-6-{2-[(1S,2S,6S,8S,8aR)-1,2,6,7,8,8a-hexahydro-6-t-butyldimethylsilyloxy-8-hydroxy-2-methyl-1-naphthyl]-ethyl}tetrahydro-4-t-butyldimethylsilyloxy-2H-pyran-2-one [prepared as described in Example B, above] and 3.17 g (18.1 mmol) of 2,2-diethyl-4-pentenoyl chloride, to provide 1.95 g of the title compound. RXN SMILES: Br[CH:2]1[C:11](=O)[CH:10]([C:13]2[CH:18]=[CH:17][C:16]([F:19])=[CH:15][CH:14]=2)[CH2:9][C:4]2([O:8][CH2:7][CH2:6][O:5]2)[CH2:3]1.[Cl:20][C:21]1[N:22]=[CH:23][N:24]([C:26]2[CH:31]=[CH:30][C:29]([NH:32][C:33]([NH2:35])=[S:34])=[CH:28][C:27]=2[O:36][CH3:37])[CH:25]=1>C(O)C.CCOC(C)=O>[Cl:20][C:21]1[N:22]=[CH:23][N:24]([C:26]2[CH:31]=[CH:30][C:29]([NH:32][C:33]3[S:34][C:2]4[CH2:3][C:4]5([O:8][CH2:7][CH2:6][O:5]5)[CH2:9][CH:10]([C:13]5[CH:18]=[CH:17][C:16]([F:19])=[CH:15][CH:14]=5)[C:11]=4[N:35]=3)=[CH:28][C:27]=2[O:36][CH3:37])[CH:25]=1. Yield: 57.0%. Procedure: A mixture of 7-bromo-9-(4-fluorophenyl)-1,4-dioxaspiro[4.5]decan-8-on (50 mg, 0.177 mmol, preparation AAC) and 1-(4-(4-chloro-1H-imidazol-1-yl)-3-methoxyphenyl)thiourea (91 mg, 0.276 mmol, from step 4 of preparation A) was heated in ethanol (0.25 mL) at 80° C. for 45 min. The crude reaction was diluted with EtOAc and washed with saturated sodium bicarbonate solution. The organic layer was concentrated in vacuo. The crude product was purified using preparatory TLC (50% acetone/hexanes) to give 54... Starting materials: BrC1CC2(OCCO2)CC(C1=O)C1=CC=C(C=C1)F (7-bromo-9-(4-fluorophenyl)-1,4-dioxaspiro[4.5]decan-8-on), ClC=1N=CN(C1)C1=C(C=C(C=C1)NC(=S)N)OC (1-(4-(4-chloro-1H-imidazol-1-yl)-3-methoxyphenyl)thiourea). Solvent: CCOC(=O)C (EtOAc), C(C)O (ethanol). Yields the product ClC=1N=CN(C1)C1=C(C=C(C=C1)NC=1SC2=C(N1)C(CC1(OCCO1)C2)C2=CC=C(C=C2)F)OC (N-(4-(4-chloro-1H-imidazol-1-yl)-3-methoxyphenyl)-4-(4-fluorophenyl)-5,7-dihydro-4H-spiro[benzo[d]thiazole-6,2′-[1,3]dioxolan]-2-amine). The reactants are COC=1C=C2C=CC(=CC2=CC1)C(C(=O)Cl)C ((6-methoxy-2-naphthyl)-propanoic acid chloride), N (ammonia). Solvent: C1(=CC=CC=C1)C (toluene). Run at time 3 hour. The product is COC=1C=C2C=CC(=CC2=CC1)C(C(=O)N)C ((6-methoxy-2-naphthyl)-propanamide). As a reaction SMILES: [CH3:1][O:2][C:3]1[CH:4]=[C:5]2[C:10](=[CH:11][CH:12]=1)[CH:9]=[C:8]([CH:13]([CH3:17])[C:14](Cl)=[O:15])[CH:7]=[CH:6]2.[NH3:18]>C1(C)C=CC=CC=1>[CH3:1][O:2][C:3]1[CH:4]=[C:5]2[C:10](=[CH:11][CH:12]=1)[CH:9]=[C:8]([CH:13]([CH3:17])[C:14]([NH2:18])=[O:15])[CH:7]=[CH:6]2. Reported procedure: Into 300 ml of dry toluene, were dissolved 10.8 g of oa (6-methoxy-2-naphthyl)-propanoic acid chloride, followed by introducing dry ammonia at a temperature not more than 15° C. for 30 minutes. Stirring was continued at room temperature for 3 hours, and then precipitated while solid was filtered off. The resulting white solid was washed with toluene and then water, followed by recrystallizing with ethanol to obtain 10.0 g of oa (6-methoxy-2-naphthyl)-propanamide. Reactants: C(C(CO)(CO)N)O (trisamine), O1COC2=C1C=CC(=C2)CN2CCNCC2 (1-benzo[1,3]dioxol-5-ylmethyl-piperazine), N1N=C(C2=C1C=CS2)C=2NC1=CC(=CC=C1C2)C(=O)O (2-(1H-thieno[3,2-c]pyrazol-3-yl)-1H-indole-6-carboxylic acid), N1N=C(C2=C1C=CS2)C=2NC1=CC(=CC=C1C2)C(=O)O (2-(1H-thieno[3,2-c]pyrazol-3-yl)-1H-indole-6-carboxylic acid), C1CCC(CC1)N=C=NC2CCCCC2 (DCC), C=1C=CC2=C(C1)N=NN2O (HOBT). Run in C(Cl)Cl (DCM). Reaction conditions: time 15 minute. Yields the product O1COC2=C1C=CC(=C2)CN2CCN(CC2)C(=O)C2=CC=C1C=C(NC1=C2)C=2C1=C(NN2)C=CS1 ((4-benzo[1,3]dioxol-5-ylmethyl-piperazin-1-yl)-[2-(1H-thieno[3,2-c]pyrazol-3-yl)-1H-indol-6-yl]-methanone). RXN SMILES: [NH:1]1[C:5]2[CH:6]=[CH:7][S:8][C:4]=2[C:3]([C:9]2[NH:10][C:11]3[C:16]([CH:17]=2)=[CH:15][CH:14]=[C:13]([C:18]([OH:20])=O)[CH:12]=3)=[N:2]1.C1CCC(N=C=NC2CCCCC2)CC1.C1C=CC2N(O)N=NC=2C=1.[O:46]1[C:50]2[CH:51]=[CH:52][C:53]([CH2:55][N:56]3[CH2:61][CH2:60][NH:59][CH2:58][CH2:57]3)=[CH:54][C:49]=2[O:48][CH2:47]1.C(O)C(N)(CO)CO>C(Cl)Cl>[O:46]1[C:50]2[CH:51]=[CH:52][C:53]([CH2:55][N:56]3[CH2:57][CH2:58][N:59]([C:18]([C:13]4[CH:12]=[C:11]5[C:16]([CH:17]=[C:9]([C:3]6[C:4]7[S:8][CH:7]=[CH:6][C:5]=7[NH:1][N:2]=6)[NH:10]5)=[CH:15][CH:14]=4)=[O:20])[CH2:60][CH2:61]3)=[CH:54][C:49]=2[O:48][CH2:47]1. Procedure details: A solution of lithium diisopropylamide (1.8M, 50.5 ml, 90.9 mmol, 2.5 eq) was added to a solution of indole-1,6-dicarboxylic acid, 1-tert-butyl ester-6-methyl ester [10 g, 38.4 mmol, Intermediate (34)] in tetrahydrofuran (160 ml) at −78° C. The resulting mixture was stirred for 2 hours at −78° C. before a solution of trimethyltin chloride in tetrahydrofuran (1M, 145.5 ml, 4 eq) was added. The resulting solution was warmed to 0° C. for 15 minutes and partitioned twice between ethyl acetate (150 m... The reactants are CC(C)(C)OC(=O)Nc1cccc(Br)c1, CCI, [H-], [Na+], CN(C)C=O. Yields the product CCN(C(=O)OC(C)(C)C)c1cccc(Br)c1. Reaction SMILES: [Br:1][c:2]1[cH:3][c:4]([NH:5][C:6](=[O:7])[O:8][C:9]([CH3:10])([CH3:11])[CH3:12])[cH:13][cH:14][cH:15]1.[CH2:18]([CH3:19])[I:20].[H-:16].[Na+:17].[O:21]=[CH:22][N:23]([CH3:24])[CH3:25]>>[Br:1][c:2]1[cH:3][c:4]([N:5]([C:6](=[O:7])[O:8][C:9]([CH3:10])([CH3:11])[CH3:12])[CH2:18][CH3:19])[cH:13][cH:14][cH:15]1. Reactants: CN(C(=O)Cl)c1ccccc1, CN(C)C=O, C1CN2CCN1CC2, O=C(Nc1ccc(O)nc1)c1ccc(C(F)(F)F)cc1. Product: CN(C(=O)Oc1ccc(NC(=O)c2ccc(C(F)(F)F)cc2)cn1)c1ccccc1. As a reaction SMILES: [CH3:21][N:22]([C:23](=[O:24])[Cl:25])[c:26]1[cH:27][cH:28][cH:29][cH:30][cH:31]1.[CH3:40][N:41]([CH3:42])[CH:43]=[O:44].[N:32]12[CH2:33][CH2:34][N:35]([CH2:36][CH2:37]1)[CH2:38][CH2:39]2.[OH:1][c:2]1[cH:3][cH:4][c:5]([NH:8][C:9]([c:10]2[cH:11][cH:12][c:13]([C:16]([F:17])([F:18])[F:19])[cH:14][cH:15]2)=[O:20])[cH:6][n:7]1>>[O:1]([c:2]1[cH:3][cH:4][c:5]([NH:8][C:9]([c:10]2[cH:11][cH:12][c:13]([C:16]([F:17])([F:18])[F:19])[cH:14][cH:15]2)=[O:20])[cH:6][n:7]1)[C:23]([N:22]([CH3:21])[c:26]1[cH:27][cH:28][cH:29][cH:30][cH:31]1)=[O:24]. The reactants are CC(C)C[Al+]CC(C)C, COC(=O)CCc1cnoc1-c1ccc(OC)cc1, Cl, [H-], C1CCOC1. Product: COc1ccc(-c2oncc2CCCO)cc1. RXN SMILES: [CH2:21]([Al+:22][CH2:23][CH:24]([CH3:25])[CH3:26])[CH:27]([CH3:28])[CH3:29].[CH3:1][O:2][c:3]1[cH:4][cH:5][c:6](-[c:9]2[c:10]([CH2:14][CH2:15][C:16](=[O:17])[O:18][CH3:19])[cH:11][n:12][o:13]2)[cH:7][cH:8]1.[ClH:30].[H-:20].[O:31]1[CH2:32][CH2:33][CH2:34][CH2:35]1>>[CH3:1][O:2][c:3]1[cH:4][cH:5][c:6](-[c:9]2[c:10]([CH2:14][CH2:15][CH2:16][OH:17])[cH:11][n:12][o:13]2)[cH:7][cH:8]1. Starting materials: solid, BrC1=CC(=CC=2C=C3N(C12)CCNC3=O)F (6-bromo-8-fluoro-3,4-dihydro-2H-pyrazino[1,2-a]indol-1-one), BrC1=CC(=CC=2C=C3N(C12)CCNC3=O)F (6-bromo-8-fluoro-3,4-dihydro-2H-pyrazino[1,2-a]indol-1-one), C1(=CC=CC=C1)B(O)O (phenylboronic acid). Product: FC1=CC=2C=C3N(C2C(=C1)C1=CC=CC=C1)CCNC3=O (8-Fluoro-6-phenyl-3,4-dihydro-2H-pyrazino[1,2-a]indol-1-one). As a reaction SMILES: Br[C:2]1[C:10]2[N:9]3[CH2:11][CH2:12][NH:13][C:14](=[O:15])[C:8]3=[CH:7][C:6]=2[CH:5]=[C:4]([F:16])[CH:3]=1.[C:17]1(B(O)O)[CH:22]=[CH:21][CH:20]=[CH:19][CH:18]=1>>[F:16][C:4]1[CH:3]=[C:2]([C:17]2[CH:22]=[CH:21][CH:20]=[CH:19][CH:18]=2)[C:10]2[N:9]3[CH2:11][CH2:12][NH:13][C:14](=[O:15])[C:8]3=[CH:7][C:6]=2[CH:5]=1. Procedure: The title compound, grey solid (52 mg, 74%), MS (ISP) m/z=281.3 [(M+H)+], mp 236.5° C., was prepared in accordance with the general method of example 1 from 6-bromo-8-fluoro-3,4-dihydro-2H-pyrazino[1,2-a]indol-1-one (intermediate 1) (70.8 mg, 0.25 mmol) and commercially available phenylboronic acid (39.6 mg, 0.325 mmol). The reactants are C1(=CC=CC=C1)C#C (phenylacetylene), IC1=C(C=CC=C1)O (2-iodophenol). Product: C1(=CC=CC=C1)C1=CC2=C(O1)C=CC=C2 (2-phenyl-benzo[b]furan). RXN SMILES: [C:1]1([C:7]#[CH:8])[CH:6]=[CH:5][CH:4]=[CH:3][CH:2]=1.I[C:10]1[CH:15]=[CH:14][CH:13]=[CH:12][C:11]=1[OH:16]>>[C:1]1([C:7]2[O:16][C:11]3[CH:12]=[CH:13][CH:14]=[CH:15][C:10]=3[CH:8]=2)[CH:6]=[CH:5][CH:4]=[CH:3][CH:2]=1. Procedure: The general procedure was used to convert phenylacetylene and 2-iodophenol to the title product. Purification by flash chromatography (hexanes as the eluent) gave the analytically pure product as a white solid (358 mg, 93% yield). 1H NMR (300 MHz, CDCl3) δ 7.86-7.83 (dd, J=6.97, 2H) 7.56-7.49 (m, 2H), 7.41-7.39 (m, 2H), 7.34-7.18 (m, 3H), 6.97 (s, 1H). 13C NMR (75 MHz, CDCl3) δ 155.88, 154.86, 130.44, 129.20, 128.75, 128.51, 124.89, 124.24, 122.91, 120.89, 111.16, 101.28. Anal. Calcd. for C14H10...